From a dataset of the Open Reaction Database (ORD), a public repository of structured organic reaction records. describe an organic reaction: reactants, conditions, products, and yield The reactants are C(CCC)OC1=C(C(=O)N(C)OC)C=CC(=C1)C(F)(F)F (2-Butoxy-N-methoxy-N-methyl-4-trifluoromethyl-benzamide), [H-].[H-].[H-].[H-].[Li+].[Al+3] (LAH). Solvent: CCOC(=O)C (EtOAc). Yields the product C(CCC)OC1=C(C=O)C=CC(=C1)C(F)(F)F (2-butoxy-4-trifluoromethyl-benzaldehyde). Yield: 63.6%. Reaction SMILES: [CH2:1]([O:5][C:6]1[CH:17]=[C:16]([C:18]([F:21])([F:20])[F:19])[CH:15]=[CH:14][C:7]=1[C:8](N(OC)C)=[O:9])[CH2:2][CH2:3][CH3:4].[H-].[H-].[H-].[H-].[Li+].[Al+3]>CCOC(C)=O>[CH2:1]([O:5][C:6]1[CH:17]=[C:16]([C:18]([F:19])([F:20])[F:21])[CH:15]=[CH:14][C:7]=1[CH:8]=[O:9])[CH2:2][CH2:3][CH3:4] |f:1.2.3.4.5.6|. Reported procedure: 2-Butoxy-N-methoxy-N-methyl-4-trifluoromethyl-benzamide (825 mg) was reacted with 1 M LAH (31 ml) at −50° C. for 1 hour as described above to yield title compound (423 mg) after column chromatography (Hex/EtOAc=20/1). The reactants are BrC=1C=C2C=CC(=CC2=CC1)O (6-bromo-2-naphthol), C1(=CC=CC=C1)B(O)O (phenylboronic acid), Cl (hydrochloric acid), C([O-])([O-])=O.[Na+].[Na+] (sodium carbonate). The reagents and catalysts are C=1C=CC(=CC1)[P](C=2C=CC=CC2)(C=3C=CC=CC3)[Pd]([P](C=4C=CC=CC4)(C=5C=CC=CC5)C=6C=CC=CC6)([P](C=7C=CC=CC7)(C=8C=CC=CC8)C=9C=CC=CC9)[P](C=1C=CC=CC1)(C=1C=CC=CC1)C=1C=CC=CC1 (tetrakistriphenylphosphinepalladium). The solvent is C1(=CC=CC=C1)C (toluene), C(C)O (ethanol), O (water). Reaction conditions: temperature 50 celsius. Product: C1(=CC=CC=C1)C=1C=C2C=CC(=CC2=CC1)O (6-phenyl-2-naphthol). Isolated yield 45.1%. Reaction SMILES: Br[C:2]1[CH:3]=[C:4]2[C:9](=[CH:10][CH:11]=1)[CH:8]=[C:7]([OH:12])[CH:6]=[CH:5]2.[C:13]1(B(O)O)[CH:18]=[CH:17][CH:16]=[CH:15][CH:14]=1.C(=O)([O-])[O-].[Na+].[Na+].Cl>C(O)C.O.C1C=CC([P]([Pd]([P](C2C=CC=CC=2)(C2C=CC=CC=2)C2C=CC=CC=2)([P](C2C=CC=CC=2)(C2C=CC=CC=2)C2C=CC=CC=2)[P](C2C=CC=CC=2)(C2C=CC=CC=2)C2C=CC=CC=2)(C2C=CC=CC=2)C2C=CC=CC=2)=CC=1.C1(C)C=CC=CC=1>[C:13]1([C:2]2[CH:3]=[C:4]3[C:9](=[CH:10][CH:11]=2)[CH:8]=[C:7]([OH:12])[CH:6]=[CH:5]3)[CH:18]=[CH:17][CH:16]=[CH:15][CH:14]=1 |f:2.3.4,^1:36,38,57,76|. Procedure details: In a three-necked flask equipped with a condenser, a thermometer and a stirrer were placed 26.8 g of 6-bromo-2-naphthol, 4.6 g of tetrakistriphenylphosphinepalladium and 100 ml of toluene and the mixture was stirred at 50° C. When the solids nearly dissolved, a solution of 14.6 g of phenylboronic acid in 100 ml of ethanol was added and stirred. When the solutions mixed with each other, a solution of 30 g of sodium carbonate in 100 ml of water was added, the mixture was heated to the reflux tempe... Starting materials: CCO, COC(=O)C=Cc1ccc([N+](=O)[O-])cc1, [Na+], [OH-]. Yields the product COC(=O)C=Cc1ccc(N)cc1. RXN SMILES: [CH3:18][CH2:19][OH:20].[CH3:1][O:2][C:3]([CH:4]=[CH:5][c:6]1[cH:7][cH:8][c:9]([N+:12]([O-:13])=[O:14])[cH:10][cH:11]1)=[O:15].[Na+:17].[OH-:16]>>[CH3:1][O:2][C:3]([CH:4]=[CH:5][c:6]1[cH:7][cH:8][c:9]([NH2:12])[cH:10][cH:11]1)=[O:15]. As a reaction SMILES: [Cl:1][C:2]1[C:10]([Cl:11])=[CH:9][CH:8]=[C:7]2[C:3]=1[CH:4]=[C:5]([C:12]([O:14]CC)=O)[NH:6]2.[OH-:17].[Na+]>C(O)C>[C:12]([C:5]1[NH:6][C:7]2[C:3]([C:4]=1[CH2:5][C:12]([OH:14])=[O:17])=[C:2]([Cl:1])[C:10]([Cl:11])=[CH:9][CH:8]=2)(=[O:14])[C:2]1[CH:10]=[CH:9][CH:8]=[CH:7][CH:3]=1 |f:1.2|. Procedure details: To a suspension of ethyl 4,5-dichloroindole-2-carboxylate (Ishii et al., Chem. Pharm. Bull., 1974, 22, 1981., 1.8 g, 7.0 mmol) in ethanol (40 ml) was added 2N aqueous NaOH (10 ml) and the mixture was heated at reflux temperature for 2 h. The mixture was cooled to room temperature and concentrated. The residual solid was acidified with 2N aqueous HCl (30 ml) and extracted with diethyl ether (80 ml×2). The organic extracts were dried (MgSO4) and concentrated to give 1.5 g (94%) of the title compou... The yield is 94.0%. Solvent: C(C)O (ethanol). Yields the product C(C1=CC=CC=C1)(=O)C=1NC2=CC=C(C(=C2C1CC(=O)O)Cl)Cl ((2-Benzoyl-4,5-dichloro-1 H-indol-3-yl)acetic Acid). Reactants: ClC1=C2C=C(NC2=CC=C1Cl)C(=O)OCC (ethyl 4,5-dichloroindole-2-carboxylate), [OH-].[Na+] (NaOH).